Dataset: the Open Reaction Database (ORD), a public repository of structured organic reaction records. Task: describe an organic reaction: reactants, conditions, products, and yield Reactants: CN(C)C=O, Cc1ccc(Cn2c(CC3CCNCC3)nc3cccnc32)cc1, N#CCCl, [Na+], [Na+], O=C([O-])[O-], O. Product: Cc1ccc(Cn2c(CC3CCN(CC#N)CC3)nc3cccnc32)cc1. As a reaction SMILES: [CH3:35][N:36]([CH3:37])[CH:38]=[O:39].[CH3:5][c:6]1[cH:7][cH:8][c:9]([CH2:12][n:13]2[c:14]([CH2:22][CH:23]3[CH2:24][CH2:25][NH:26][CH2:27][CH2:28]3)[n:15][c:16]3[c:17]2[n:18][cH:19][cH:20][cH:21]3)[cH:10][cH:11]1.[Cl:1][CH2:2][C:3]#[N:4].[Na+:29].[Na+:30].[O-:31][C:32](=[O:33])[O-:34].[OH2:40]>>[CH2:2]([C:3]#[N:4])[N:26]1[CH2:25][CH2:24][CH:23]([CH2:22][c:14]2[n:13]([CH2:12][c:9]3[cH:8][cH:7][c:6]([CH3:5])[cH:11][cH:10]3)[c:17]3[c:16]([n:15]2)[cH:21][cH:20][cH:19][n:18]3)[CH2:28][CH2:27]1. Product: C(C)(C)(C)OC([C@H]1N(CCC1)C([C@@H](NC(CCCC1(C=2SC=CC2)OCCO1)C(=O)O)C)=O)=O (N-[1-carboxy-5,5-ethylenedioxy-5-(2-thienyl)pentyl]-L-alanyl-L-proline t-butyl ester). RXN SMILES: [C:1]([O:5][C:6](=[O:36])[C@@H:7]1[CH2:11][CH2:10][CH2:9][N:8]1[C:12](=[O:35])[C@H:13]([CH3:34])[NH:14][CH:15]([C:29]([O:31]CC)=[O:30])[CH2:16][CH2:17][CH2:18][C:19]1([O:28][CH2:27][CH2:26][O:25]1)[C:20]1[S:21][CH:22]=[CH:23][CH:24]=1)([CH3:4])([CH3:3])[CH3:2]>C(O)C>[C:1]([O:5][C:6](=[O:36])[C@@H:7]1[CH2:11][CH2:10][CH2:9][N:8]1[C:12](=[O:35])[C@H:13]([CH3:34])[NH:14][CH:15]([C:29]([OH:31])=[O:30])[CH2:16][CH2:17][CH2:18][C:19]1([O:25][CH2:26][CH2:27][O:28]1)[C:20]1[S:21][CH:22]=[CH:23][CH:24]=1)([CH3:3])([CH3:2])[CH3:4]. Conditions: time 24 hour. Procedure: Aqueous N-sodium hydroxide solution (2.5 ml.) was added to a solution of N-[1-ethoxycarbonyl-5,5-ethylenedioxy-5-(2-thienyl)pentyl]-L-alanyl-L-proline t-butyl ester (Example 17; 1.2 g.) in ethanol (7.5 ml.) and the mixture was stirred at laboratory temperature for 24 hours and the ethanol was then removed by evaporation under reduced pressure. Water (10 ml.) was added, the solution was washed with dichloromethane and then acidified to pH 5 with aqueous 2N hydrochloric acid, and the mixture was f... The reactants are N-sodium hydroxide, C(C)(C)(C)OC([C@H]1N(CCC1)C([C@@H](NC(CCCC1(C=2SC=CC2)OCCO1)C(=O)OCC)C)=O)=O (N-[1-ethoxycarbonyl-5,5-ethylenedioxy-5-(2-thienyl)pentyl]-L-alanyl-L-proline t-butyl ester). The solvent is C(C)O (ethanol). Starting materials: O=C(Cl)c1ccc2cc(Br)ccc2c1, CC(=O)Nc1nc2c(N)cccc2s1. The product is CC(=O)Nc1nc2c(NC(=O)c3ccc4cc(Br)ccc4c3)cccc2s1. RXN SMILES: [Br:1][c:2]1[cH:3][c:4]2[cH:5][cH:6][c:7]([C:12](=[O:13])[Cl:14])[cH:8][c:9]2[cH:10][cH:11]1.[NH2:15][c:16]1[cH:17][cH:18][cH:19][c:20]2[c:21]1[n:22][c:23]([NH:25][C:26]([CH3:27])=[O:28])[s:24]2>>[Br:1][c:2]1[cH:3][c:4]2[cH:5][cH:6][c:7]([C:12](=[O:13])[NH:15][c:16]3[cH:17][cH:18][cH:19][c:20]4[c:21]3[n:22][c:23]([NH:25][C:26]([CH3:27])=[O:28])[s:24]4)[cH:8][c:9]2[cH:10][cH:11]1. The reactants are C(CCC)[Li] (n-butyllithium), BrC=1C=C2C(C3(COC3)C(OC2=CC1)(C)C)=O (6-bromo-2,2-dimethyl-4H-spiro[chromene-3,3′-oxetan]-4-one). The reagents and catalysts are [Br-].C[P+](C1=CC=CC=C1)(C1=CC=CC=C1)C1=CC=CC=C1 (methyl(triphenyl)phosphonium bromide). The solvent is C1CCOC1 (THF), C1CCOC1 (THF). Run at time 60 minute. Product: BrC=1C=C2C(C3(COC3)C(OC2=CC1)(C)C)=C (6-bromo-2,2-dimethyl-4-methylene-4H-spiro[chromene-3,3′-oxetane]). The yield is 92.0%. As a reaction SMILES: [CH2:1]([Li])CCC.[Br:6][C:7]1[CH:8]=[C:9]2[C:17](=[CH:18][CH:19]=1)[O:16][C:15]([CH3:21])([CH3:20])[C:11]1([CH2:14][O:13][CH2:12]1)[C:10]2=O>[Br-].C[P+](C1C=CC=CC=1)(C1C=CC=CC=1)C1C=CC=CC=1.C1COCC1>[Br:6][C:7]1[CH:8]=[C:9]2[C:17](=[CH:18][CH:19]=1)[O:16][C:15]([CH3:21])([CH3:20])[C:11]1([CH2:14][O:13][CH2:12]1)[C:10]2=[CH2:1] |f:2.3|. Procedure: To a suspension of methyl(triphenyl)phosphonium bromide (8.13 g, 22.3 mmol) in THF (44 mL) was added n-butyllithium (1.65 M in n-hexane, 13.5 mL, 22.3 mmol) in a dry ice-acetone bath under argon atmosphere. The mixture was stirred for 60 minutes in an ice bath. To the mixture was added a mixture of 6-bromo-2,2-dimethyl-4H-spiro[chromene-3,3′-oxetan]-4-one (2.21 g, 7.44 mmol) and THF (11 mL) in an ice bath. The mixture was stirred for 1 hour at ambient temperature. The reaction was quenched by ad... Starting materials: N#CN (cyanamide), C(C)(C)(C)OC(N(CCCOC1=CC=C(C=C1)N=C=S)CC)=O (ethyl-[3-(4-isothiocyanatophenoxy)propyl]carbamic acid tert-butyl ester), BrCC(=O)C1=CC(=C(C=C1)OC)F (2-bromo-1-(3-fluoro-4-methoxyphenyl)ethan-1-one), CC(C)([O-])C.[K+] (potassium tert-butoxide). Solvent: C(C)#N (acetonitrile), C(C)(C)(C)O (tert-butanol), O (water). Reaction conditions: time 30 minute. Yields the product C(C)(C)(C)OC(N(CC)CCCOC1=CC=C(C=C1)NC=1SC(=C(N1)N)C(C1=CC(=C(C=C1)OC)F)=O)=O ((3-[4-[4-Amino-5-(3-fluoro-4-methoxy-benzoyl)-thiazol-2-ylamino]-phenoxy]-propyl)-ethyl-carbamic acid tert-butyl ester). Isolated yield 99.0%. RXN SMILES: [N:1]#[C:2][NH2:3].[C:4]([O:8][C:9](=[O:26])[N:10]([CH2:24][CH3:25])[CH2:11][CH2:12][CH2:13][O:14][C:15]1[CH:20]=[CH:19][C:18]([N:21]=[C:22]=[S:23])=[CH:17][CH:16]=1)([CH3:7])([CH3:6])[CH3:5].CC(C)([O-])C.[K+].Br[CH2:34][C:35]([C:37]1[CH:42]=[CH:41][C:40]([O:43][CH3:44])=[C:39]([F:45])[CH:38]=1)=[O:36]>C(#N)C.C(O)(C)(C)C.O>[C:4]([O:8][C:9](=[O:26])[N:10]([CH2:11][CH2:12][CH2:13][O:14][C:15]1[CH:16]=[CH:17][C:18]([NH:21][C:22]2[S:23][C:34]([C:35](=[O:36])[C:37]3[CH:42]=[CH:41][C:40]([O:43][CH3:44])=[C:39]([F:45])[CH:38]=3)=[C:2]([NH2:3])[N:1]=2)=[CH:19][CH:20]=1)[CH2:24][CH3:25])([CH3:6])([CH3:7])[CH3:5] |f:2.3|. Reported procedure: To a solution of cyanamide (21.2 mg, 0.499 mmol) (Aldrich) in acetonitrile (2.5 mL) and tert-butanol (2.5 mL) was added ethyl-[3-(4-isothiocyanato-phenoxy)propyl]carbamic acid tert-butyl ester (153.8 mg, 0.4571 mmol from Example 66, step C) followed by a solution of potassium tert-butoxide (0.50 mL, 1 M in tert-butanol) (Aldrich). After 30 minutes at room temperature, 2-bromo-1-(3-fluoro-4-methoxyphenyl)ethan-1-one (112.5 mg, 0.4553 mmol) (Maybridge Chemical) was added. The reaction mixture was ... The reactants are C(C)(C)(C)P(C(C)(C)C)C(C)(C)C (tri(tert-butyl)phosphine), CC(C)([O-])C.[Na+] (sodium tert-butoxide), C1(=CC=CC=C1)N1C(=NC2=C1C=CC=C2)C2=CC=C(C=C2)Br (N-phenyl-2-(4-bromophenyl)benzimidazole), C1=CC=C(C=2SC3=C(C21)C=CC=C3)C=3C=CC=2NC1=CC=CC=C1C2C3 (3-(dibenzothiophen-4-yl)-9H-carbazole). Reagents/catalysts: C=1C=CC(=CC1)/C=C/C(=O)/C=C/C2=CC=CC=C2.C=1C=CC(=CC1)/C=C/C(=O)/C=C/C2=CC=CC=C2.[Pd] (bis(dibenzylideneacetone)palladium(0)), C=1C=CC(=CC1)/C=C/C(=O)/C=C/C2=CC=CC=C2.C=1C=CC(=CC1)/C=C/C(=O)/C=C/C2=CC=CC=C2.[Pd] (bis(dibenzylideneacetone)palladium(0)). Run in C1(=CC=CC=C1)C (toluene), CCCCCC (hexane), C1(=CC=CC=C1)C (toluene), C1(=CC=CC=C1)C (toluene). Reaction conditions: temperature 80 celsius. The product is C1(=CC=CC=C1)N1C(=NC2=C1C=CC=C2)C2=CC=C(C=C2)N2C1=CC=CC=C1C=1C=C(C=CC21)C2=CC=CC1=C2SC2=C1C=CC=C2 (N-Phenyl-2-{4-[3-(dibenzothiophen-4-yl)-9H-carbazol-9-yl]phenyl}benzimidazole). Isolated yield 65.0%. As a reaction SMILES: [C:1]1([N:7]2[C:11]3[CH:12]=[CH:13][CH:14]=[CH:15][C:10]=3[N:9]=[C:8]2[C:16]2[CH:21]=[CH:20][C:19](Br)=[CH:18][CH:17]=2)[CH:6]=[CH:5][CH:4]=[CH:3][CH:2]=1.[CH:23]1[C:31]2[C:30]3[CH:32]=[CH:33][CH:34]=[CH:35][C:29]=3[S:28][C:27]=2[C:26]([C:36]2[CH:37]=[CH:38][C:39]3[NH:40][C:41]4[C:46]([C:47]=3[CH:48]=2)=[CH:45][CH:44]=[CH:43][CH:42]=4)=[CH:25][CH:24]=1.C(P(C(C)(C)C)C(C)(C)C)(C)(C)C.CC(C)([O-])C.[Na+]>C1(C)C=CC=CC=1.C1C=CC(/C=C/C(/C=C/C2C=CC=CC=2)=O)=CC=1.C1C=CC(/C=C/C(/C=C/C2C=CC=CC=2)=O)=CC=1.[Pd].CCCCCC>[C:1]1([N:7]2[C:11]3[CH:12]=[CH:13][CH:14]=[CH:15][C:10]=3[N:9]=[C:8]2[C:16]2[CH:21]=[CH:20][C:19]([N:40]3[C:39]4[CH:38]=[CH:37][C:36]([C:26]5[C:27]6[S:28][C:29]7[CH:35]=[CH:34][CH:33]=[CH:32][C:30]=7[C:31]=6[CH:23]=[CH:24][CH:25]=5)=[CH:48][C:47]=4[C:46]4[C:41]3=[CH:42][CH:43]=[CH:44][CH:45]=4)=[CH:18][CH:17]=2)[CH:6]=[CH:5][CH:4]=[CH:3][CH:2]=1 |f:3.4,6.7.8|. Reported procedure: In a 100-mL three-neck flask were put 0.36 g (1.0 mmol) of N-phenyl-2-(4-bromophenyl)benzimidazole and 0.36 g (1.0 mmol) of 3-(dibenzothiophen-4-yl)-9H-carbazole, and the air in the flask was replaced with nitrogen. To this mixture were added 10 mL of toluene, 0.10 mL of tri(tert-butyl)phosphine (a 10 wt % hexane solution), 0.15 g (4.3 mmol) of sodium tert-butoxide. This mixture was degassed while being stirred under reduced pressure. After this mixture was heated to 80° C., 5.0 mg (0.025 mmol) ... Starting materials: C(C)OC(CN1CCN(C2=CC=CC=C12)C(=O)C=1C(=NC=C(C1)F)OC1=C(C=CC(=C1)Cl)Cl)=O ({4-[2-(2,5-Dichloro-phenoxy)-5-fluoro-pyridine-3-carbonyl]-3,4-dihydro-2H-quinoxalin-1-yl}-acetic acid ethyl ester), solution, [OH-].[Na+] (sodium hydroxide). Solvent: C1CCOC1 (THF). Reaction conditions: temperature 120 celsius. Product: ClC1=C(OC2=NC=C(C=C2C(=O)N2CCN(C3=CC=CC=C23)CC(=O)O)F)C=C(C=C1)Cl ({4-[2-(2,5-Dichloro-phenoxy)-5-fluoro-pyridine-3-carbonyl]-3,4-dihydro-2H-quinoxalin-1-yl}-acetic acid). Isolated yield 9.7%. As a reaction SMILES: C([O:3][C:4](=[O:34])[CH2:5][N:6]1[C:15]2[C:10](=[CH:11][CH:12]=[CH:13][CH:14]=2)[N:9]([C:16]([C:18]2[C:19]([O:25][C:26]3[CH:31]=[C:30]([Cl:32])[CH:29]=[CH:28][C:27]=3[Cl:33])=[N:20][CH:21]=[C:22]([F:24])[CH:23]=2)=[O:17])[CH2:8][CH2:7]1)C.[OH-].[Na+]>C1COCC1>[Cl:33][C:27]1[CH:28]=[CH:29][C:30]([Cl:32])=[CH:31][C:26]=1[O:25][C:19]1[C:18]([C:16]([N:9]2[C:10]3[C:15](=[CH:14][CH:13]=[CH:12][CH:11]=3)[N:6]([CH2:5][C:4]([OH:34])=[O:3])[CH2:7][CH2:8]2)=[O:17])=[CH:23][C:22]([F:24])=[CH:21][N:20]=1 |f:1.2|. Reported procedure: To a solution of {4-[2-(2,5-dichloro-phenoxy)-5-fluoro-pyridine-3-carbonyl]-3,4-dihydro-2H-quinoxalin-1-yl}-acetic acid ethyl ester (82 mg, 0.163 mmol, 1.0 equiv; Example 154) in THF (1 mL) was added a 5 M solution of sodium hydroxide (0.5 mL, 2.5 mmol, 15 equiv; [CAS RN 1310-73-2]) and the reaction mixture heated by microwave irradiation to 120° C. for 30 min. Removal of the solvent under reduced pressure and purification by preparative HPLC on reversed phase (Xterra® PrepMSC 18, 5 μm, 19×50 mm... Starting materials: N1N=CC(=C1)C(=O)OCC (Ethyl 1 H-pyrazole-4-carboxylate), [H-].[Na+] (sodium hydride), [H-].[Na+] (sodium hydride), C(C1=CC=CC=C1)(C1=CC=CC=C1)(C1=CC=CC=C1)Cl (trityl chloride), C(C1=CC=CC=C1)(C1=CC=CC=C1)(C1=CC=CC=C1)Cl (trityl chloride), O (water). The solvent is O1CCCC1 (tetrahydrofuran). Run at temperature 0 celsius, time 20 minute. Product: C1(=CC=CC=C1)C(N1N=CC(=C1)C(=O)OCC)(C1=CC=CC=C1)C1=CC=CC=C1 (ethyl 1 -(triphenylmethyl)-pyrazole-4-carboxylate). Yield: 55.5%. As a reaction SMILES: [NH:1]1[CH:5]=[C:4]([C:6]([O:8][CH2:9][CH3:10])=[O:7])[CH:3]=[N:2]1.[H-].[Na+].[C:13](Cl)([C:26]1[CH:31]=[CH:30][CH:29]=[CH:28][CH:27]=1)([C:20]1[CH:25]=[CH:24][CH:23]=[CH:22][CH:21]=1)[C:14]1[CH:19]=[CH:18][CH:17]=[CH:16][CH:15]=1.O>O1CCCC1>[C:14]1([C:13]([C:20]2[CH:21]=[CH:22][CH:23]=[CH:24][CH:25]=2)([C:26]2[CH:27]=[CH:28][CH:29]=[CH:30][CH:31]=2)[N:1]2[CH:5]=[C:4]([C:6]([O:8][CH2:9][CH3:10])=[O:7])[CH:3]=[N:2]2)[CH:15]=[CH:16][CH:17]=[CH:18][CH:19]=1 |f:1.2|. Procedure: Ethyl 1 H-pyrazole-4-carboxylate (1.50 g, 10.7 mmol) was added in portions to a stirred suspension of sodium hydride (353 mg, 80% oil dispersion, 11.8 mmol) in anhydrous tetrahydrofuran (100 ml) under nitrogen at room temperature. After 20 minutes, the mixture was cooled to 0° C. and trityl chloride (3.28 g, 11.8 mmol) was added. The mixture was stirred at 0° C. for 4 h and allowed to warm to room temperature overnight. The mixture was then heated at 50° C. for 3 h, cooled, and further portions ... Reactants: C(C1=CC=CC=C1)[C@@H]1C(N[C@H]1CCO)=O (trans-3-benzyl-4-(2'-hydroxyethyl)-2-azetidinone), 8-oxo-2,2-dimethyl-7α-benzyl-3-oxa-1-azabicyclo[4.2.0]octane, O1C(CCCC1)N1C(CC1CCOC1OCCCC1)=O (1-(2-tetrahydropyranyl)-4-[2-(2-tetrahydropyranyl)oxyethyl]-2-azetidinone). The product is OC(C)[C@@H]1C(N[C@@H]1CCO)=O (cis-3-(1'-hydroxyethyl)-4-(2'-hydroxyethyl)-2-azetidinone). Reaction SMILES: [CH2:1]([C@H:8]1[C@H:11]([CH2:12][CH2:13][OH:14])[NH:10][C:9]1=[O:15])[C:2]1C=CC=CC=1.[O:16]1CCCCC1N1C(CCOC2CCCCO2)CC1=O>>[OH:16][CH:1]([C@H:8]1[C@@H:11]([CH2:12][CH2:13][OH:14])[NH:10][C:9]1=[O:15])[CH3:2]. Procedure: Following the procedure described for the preparation of trans-3-benzyl-4-(2'-hydroxyethyl)-2-azetidinone from 8-oxo-2,2-dimethyl-7α-benzyl-3-oxa-1-azabicyclo[4.2.0]octane and using 8-oxo-2,2-dimethyl-7β-(1'-hydroxyethyl)-3-oxa-1-azabicyclo[4.2.0]octane one obtains cis-3-(1'-hydroxyethyl)-4-(2'-hydroxyethyl)-2-azetidinone.